Dataset: the Open Reaction Database (ORD), a public repository of structured organic reaction records. Task: describe an organic reaction: reactants, conditions, products, and yield The reactants are C1CCNCC1, Cc1cc[nH]c1C=O, CCO, O=C1Cc2ccccc2N1. Product: Cc1cc[nH]c1C=C1C(=O)Nc2ccccc21. Reaction SMILES: [CH2:19]1[CH2:20][CH2:21][NH:22][CH2:23][CH2:24]1.[CH3:11][c:12]1[c:13]([CH:17]=[O:18])[nH:14][cH:15][cH:16]1.[CH3:25][CH2:26][OH:27].[NH:1]1[C:2](=[O:10])[CH2:3][c:4]2[cH:5][cH:6][cH:7][cH:8][c:9]21>>[NH:1]1[C:2](=[O:10])[C:3](=[CH:17][c:13]2[c:12]([CH3:11])[cH:16][cH:15][nH:14]2)[c:4]2[cH:5][cH:6][cH:7][cH:8][c:9]21. The reactants are ClCCCl, COC(CN)(OC)c1ccncc1, CCOC(C)=O, COc1cc(C=C(CCCCl)C(=O)O)ccc1-n1cnc(C)c1, Cl, Cl, O=C(O)C(F)(F)F, CN(C)C=O, O, On1nnc2ccccc21. The product is COc1cc(C=C(CCCCl)C(=O)OCC(OC)(OC)c2ccncc2)ccc1-n1cnc(C)c1. Reaction SMILES: [CH2:1]([Cl:2])[CH2:3][Cl:4].[CH3:47][O:48][C:49]([CH2:50][NH2:51])([c:52]1[cH:53][cH:54][n:55][cH:56][cH:57]1)[O:58][CH3:59].[CH3:66][CH2:67][O:68][C:69](=[O:70])[CH3:71].[Cl:22][CH2:23][CH2:24][CH2:25][C:26]([C:27](=[O:28])[OH:29])=[CH:30][c:31]1[cH:32][c:33]([O:43][CH3:44])[c:34](-[n:37]2[cH:38][n:39][c:40]([CH3:42])[cH:41]2)[cH:35][cH:36]1.[ClH:45].[ClH:46].[F:15][C:16]([F:17])([F:18])[C:19]([OH:20])=[O:21].[O:60]=[CH:61][N:62]([CH3:63])[CH3:64].[OH2:65].[OH:5][n:6]1[c:7]2[c:8]([cH:9][cH:10][cH:11][cH:12]2)[n:13][n:14]1>>[Cl:22][CH2:23][CH2:24][CH2:25][C:26]([C:27](=[O:28])[O:29][CH2:50][C:49]([O:48][CH3:47])([c:52]1[cH:53][cH:54][n:55][cH:56][cH:57]1)[O:58][CH3:59])=[CH:30][c:31]1[cH:32][c:33]([O:43][CH3:44])[c:34](-[n:37]2[cH:38][n:39][c:40]([CH3:42])[cH:41]2)[cH:35][cH:36]1.